The task is: describe an organic reaction: reactants, conditions, products, and yield. This data is from the Open Reaction Database (ORD), a public repository of structured organic reaction records. Reactants: [Si](C)(C)(C(C)(C)C)OCC(C)(C)N1C=C(C2=C1N=C(N=C2)N)C(=O)C=2C=NC=C(C2)N ([7-(2-{[tert-butyl(dimethyl)silyl]oxy}-1,1-dimethylethyl)-2-amino-7H-pyrrolo[2,3-d]pyrimidin-5-yl]{5-aminopyridin-3-yl}methanone), FC(C=1N=NN(C1)CC(=O)O)(F)F ([4-(trifluoromethyl)-1H-1,2,3-triazol-1-yl]acetic acid). The product is NC=1N=CC2=C(N1)N(C=C2C(=O)C=2C=C(C=NC2)NC(CN2N=NC(=C2)C(F)(F)F)=O)C(CO)(C)C (N-(5-{[2-Amino-7-(2-hydroxy-1,1-dimethylethyl)-7H-pyrrolo[2,3-d]pyrimidin-5-yl]carbonyl}pyridin-3-yl)-2-[4-(trifluoromethyl)-1H-1,2,3-triazol-1-yl]acetamide). Reaction SMILES: [Si]([O:8][CH2:9][C:10]([N:13]1[C:17]2[N:18]=[C:19]([NH2:22])[N:20]=[CH:21][C:16]=2[C:15]([C:23]([C:25]2[CH:26]=[N:27][CH:28]=[C:29]([NH2:31])[CH:30]=2)=[O:24])=[CH:14]1)([CH3:12])[CH3:11])(C(C)(C)C)(C)C.[F:32][C:33]([F:44])([F:43])[C:34]1[N:35]=[N:36][N:37]([CH2:39][C:40](O)=[O:41])[CH:38]=1>>[NH2:22][C:19]1[N:20]=[CH:21][C:16]2[C:15]([C:23]([C:25]3[CH:30]=[C:29]([NH:31][C:40](=[O:41])[CH2:39][N:37]4[CH:38]=[C:34]([C:33]([F:43])([F:32])[F:44])[N:35]=[N:36]4)[CH:28]=[N:27][CH:26]=3)=[O:24])=[CH:14][N:13]([C:10]([CH3:11])([CH3:12])[CH2:9][OH:8])[C:17]=2[N:18]=1. Procedure details: The title compound was prepared according to the method described for Example 9 using [7-(2-{[tert-butyl(dimethyl)silyl]oxy}-1,1-dimethylethyl)-2-amino-7H-pyrrolo[2,3-d]pyrimidin-5-yl]{5-aminopyridin-3-yl}methanone (see Preparation 48a) and [4-(trifluoromethyl)-1H-1,2,3-triazol-1-yl]acetic acid (see Preparation 81) to afford the title compound as a brown solid in 85% yield, 62 mg. The reactants are [N+](=[N-])=C (diazomethane), BrC=1C=C(C=CC1OC)C=C(C)[N+](=O)[O-] (1-(3-bromo-4-methoxyphenyl)-2-nitropropene), C(C)(=O)O (Acetic acid). The solvent is CCOCC (ether), C(C)(=O)OCC (ethyl acetate). Reaction conditions: time 28 hour. Product: BrC=1C=C(C=CC1OC)C1C(N=NC1)([N+](=O)[O-])C (4-(3-Bromo-4-methoxyphenyl)-3-methyl-3-nitro-4,5-dihydro-3H-pyrazole). Yield: 100.8%. As a reaction SMILES: [N+:1](=[CH2:3])=[N-:2].[Br:4][C:5]1[CH:6]=[C:7]([CH:13]=[C:14]([N+:16]([O-:18])=[O:17])[CH3:15])[CH:8]=[CH:9][C:10]=1[O:11][CH3:12].C(O)(=O)C>CCOCC.C(OCC)(=O)C>[Br:4][C:5]1[CH:6]=[C:7]([CH:13]2[CH2:3][N:1]=[N:2][C:14]2([CH3:15])[N+:16]([O-:18])=[O:17])[CH:8]=[CH:9][C:10]=1[O:11][CH3:12]. Procedure: An ethereal solution of diazomethane (3.0 mL, 0.3M, 0.9 mmol) was added to 1-(3-bromo-4-methoxyphenyl)-2-nitropropene (250 mg, 0.92 mmol) dissolved in 2.5 mL of ether, and the solution was allowed to stand at room temperature for 28 h. Acetic acid (0.25 mL, 0.26 g, 4.4 mmol) was then added to the almost colorless solution, giving some gas evolution. After 15 min, the solution was diluted with 25 mL of ethyl acetate and washed with 10 mL of saturated aqueous sodium bicarbonate followed by 10 mL o... Reactants: N([C@@H](C)C(=O)N[C@@H](C)C(=O)N[C@@H](C)C(=O)O)C(=O)OC(C)(C)C (Boc-Ala-Ala-Ala-OH), NCCCO (H2N—(CH2)3—OH), C1CCOC1 (THF). Run in CN(C)C=O (DMF). Yields the product N([C@@H](C)C(=O)N[C@@H](C)C(=O)N[C@@H](C)C(=O)NCCCO)C(=O)OC(C)(C)C (Boc-Ala-Ala-Ala-NH—(CH2)3—OH), solid. RXN SMILES: [NH:1]([C:17]([O:19][C:20]([CH3:23])([CH3:22])[CH3:21])=[O:18])[C@H:2]([C:4]([NH:6][C@H:7]([C:9]([NH:11][C@H:12]([C:14]([OH:16])=O)[CH3:13])=[O:10])[CH3:8])=[O:5])[CH3:3].[NH2:24][CH2:25][CH2:26][CH2:27][OH:28].C1COCC1>CN(C=O)C>[NH:1]([C:17]([O:19][C:20]([CH3:23])([CH3:22])[CH3:21])=[O:18])[C@H:2]([C:4]([NH:6][C@H:7]([C:9]([NH:11][C@H:12]([C:14]([NH:24][CH2:25][CH2:26][CH2:27][OH:28])=[O:16])[CH3:13])=[O:10])[CH3:8])=[O:5])[CH3:3]. Procedure: The desired compound was synthesized by the procedure of Example 4 using Boc-Ala-Ala-Ala-OH and H2N—(CH2)3—OH except that the solvent was a mixture of THF and DMF (8 h). In a typical reaction of 4.59 mmol scale, the desired product was obtained in good yields, (1.401 gm, 79%) as a solid (m.p.—201° C.) after purification by silica gel flash column chromatography (MeOH:EtOAc—1:25). TLC (MeOH:DCM—1: 3; Rf—0.53).